From a dataset of the Open Reaction Database (ORD), a public repository of structured organic reaction records. describe an organic reaction: reactants, conditions, products, and yield The reactants are NCC=1C=NC=CC1 (3-(aminomethyl)pyridine), S1C=NC=C1CN ((thiazole-5-yl)methylamine), FC1(C(C1)CN1C(N(CC1)C=1SC(=C(N1)C)C(=O)O)=O)F (2-(3-((2,2-difluorocyclopropyl)methyl)-2-oxoimidazolidin-1-yl)-4-methylthiazole-5-carboxylic acid). The product is FC1(C(C1)CN1C(N(CC1)C=1SC(=C(N1)C)C(=O)NCC1=CN=CS1)=O)F (2-(3-((2,2-difluorocyclopropyl)methyl)-2-oxoimidazolidin-1-yl)-4-methyl-N-(thiazol-5-ylmethyl)thiazole-5-carboxamide). Yield: 68.0%. Procedure details: Following the procedure as describe in Example 16, making variations as required to replace 3-(aminomethyl)pyridine with (thiazole-5-yl)methylamine to react with 2-(3-((2,2-difluorocyclopropyl)methyl)-2-oxoimidazolidin-1-yl)-4-methylthiazole-5-carboxylic acid, the title compound was obtained as a colourless solid in 68% yield: mp 182-184° C.; 1H NMR (300 MHz, DMSO-d6) δ 8.93 (s, 1H), 8.61 (t, J=6.0 Hz, 1H), 7.74 (s, 1H), 4.53 (d, J=6.0 Hz, 1H), 4.01-3.95 (m, 2H), 3.64-3.47 (m, 3H), 3.19-3.12 (m,... As a reaction SMILES: NCC1C=NC=CC=1.[S:9]1[C:13]([CH2:14][NH2:15])=[CH:12][N:11]=[CH:10]1.[F:16][C:17]1([F:36])[CH2:19][CH:18]1[CH2:20][N:21]1[CH2:25][CH2:24][N:23]([C:26]2[S:27][C:28]([C:32]([OH:34])=O)=[C:29]([CH3:31])[N:30]=2)[C:22]1=[O:35]>>[F:36][C:17]1([F:16])[CH2:19][CH:18]1[CH2:20][N:21]1[CH2:25][CH2:24][N:23]([C:26]2[S:27][C:28]([C:32]([NH:15][CH2:14][C:13]3[S:9][CH:10]=[N:11][CH:12]=3)=[O:34])=[C:29]([CH3:31])[N:30]=2)[C:22]1=[O:35]. Reagents/catalysts: C(C)(=O)[O-].[Pd+2].C(C)(=O)[O-] (palladium acetate). Solvent: CN(C=O)C (N,N-dimethylformamide), C(C)(=O)OCC (ethyl acetate), O (water). Yield: 6.7%. Run at temperature 80 celsius, time 5 hour. As a reaction SMILES: C1(C)C=CC=CC=1P(C1C=CC=CC=1C)C1C=CC=CC=1C.C(=O)([O-])[O-].[Na+].[Na+].I[C:30]1[C:31]([CH3:41])=[C:32]([CH2:36][C:37]([O:39][CH3:40])=[O:38])[CH:33]=[CH:34][CH:35]=1.[CH3:42][O:43][C:44]1[CH:49]=[CH:48][C:47](B(O)O)=[CH:46][CH:45]=1>CN(C)C=O.C(OCC)(=O)C.O.C([O-])(=O)C.[Pd+2].C([O-])(=O)C>[CH3:42][O:43][C:44]1[CH:49]=[CH:48][C:47]([C:30]2[CH:35]=[CH:34][CH:33]=[C:32]([CH2:36][C:37]([O:39][CH3:40])=[O:38])[C:31]=2[CH3:41])=[CH:46][CH:45]=1 |f:1.2.3,9.10.11|. Procedure details: After palladium acetate (II) (37 mg, 0.16 mmol), tri-o-tolylphosphine (100 mg, 0.327 mmol) and a 2N aqueous sodium carbonate solution (2.5 ml) were added to a solution of methyl (3-iodo-2-methylphenyl)acetate (950 mg, 3.27 mmol) obtained in Example (33-1) and 4-methoxyphenylboronic acid (498 mg, 3.27 mmol) in N,N-dimethylformamide (8 ml), the mixture was stirred at 80° C. for 5 hours. After the reaction mixture was diluted with ethyl acetate and water, the insolubles were removed by filtration t... The reactants are C1(=C(C=CC=C1)P(C1=C(C=CC=C1)C)C1=C(C=CC=C1)C)C (tri-o-tolylphosphine), C([O-])([O-])=O.[Na+].[Na+] (sodium carbonate), IC=1C(=C(C=CC1)CC(=O)OC)C (methyl (3-iodo-2-methylphenyl)acetate), COC1=CC=C(C=C1)B(O)O (4-methoxyphenylboronic acid). The product is COC1=CC=C(C=C1)C1=C(C(=CC=C1)CC(=O)OC)C (methyl (4′-methoxy-2-methyl-1,1′-biphenyl-3-yl)acetate).